The task is: describe an organic reaction: reactants, conditions, products, and yield. This data is from the Open Reaction Database (ORD), a public repository of structured organic reaction records. Starting materials: BrC1=CC=2C3=C(C=NC2C=C1)N(C(N3C=3C(=NN(C3)C)C)=O)C (8-bromo-1-(1,3-dimethyl-1H-pyrazol-4-yl)-3-methyl-1,3-dihydro-imidazo[4,5-c]quinolin-2-one), BrC1=CC=2C3=C(C=NC2C=C1)N(C(N3C=3C(=NN(C3)C)C)=O)C (8-bromo-1-(1,3-dimethyl-1H-pyrazol-4-yl)-3-methyl-1,3-dihydro-imidazo[4,5-c]quinolin-2-one), C(C)(C)OC=1C=C(C=CC1)B(O)O (3-isopropoxyphenylboronic acid). Product: CN1N=C(C(=C1)N1C(N(C=2C=NC=3C=CC(=CC3C21)C2=CC(=CC=C2)OC(C)C)C)=O)C (1-(1,3-Dimethyl-1H-pyrazol-4-yl)-8-(3-isopropoxy-phenyl)-3-methyl-1,3-dihydro-imidazo[4,5-c]quinolin-2-one). Reaction SMILES: Br[C:2]1[CH:11]=[CH:10][C:9]2[N:8]=[CH:7][C:6]3[N:12]([CH3:23])[C:13](=[O:22])[N:14]([C:15]4[C:16]([CH3:21])=[N:17][N:18]([CH3:20])[CH:19]=4)[C:5]=3[C:4]=2[CH:3]=1.[CH:24]([O:27][C:28]1[CH:29]=[C:30](B(O)O)[CH:31]=[CH:32][CH:33]=1)([CH3:26])[CH3:25]>>[CH3:20][N:18]1[CH:19]=[C:15]([N:14]2[C:5]3[C:4]4[CH:3]=[C:2]([C:32]5[CH:31]=[CH:30][CH:29]=[C:28]([O:27][CH:24]([CH3:26])[CH3:25])[CH:33]=5)[CH:11]=[CH:10][C:9]=4[N:8]=[CH:7][C:6]=3[N:12]([CH3:23])[C:13]2=[O:22])[C:16]([CH3:21])=[N:17]1. Reported procedure: The title compound was synthesized in a similar manner as described for Example 1.1 using 8-bromo-1-(1,3-dimethyl-1H-pyrazol-4-yl)-3-methyl-1,3-dihydro-imidazo[4,5-c]quinolin-2-one (Intermediate A) and 3-isopropoxyphenylboronic acid (Aldrich, Buchs, Switzerland) to give the title compound as a white solid. (HPLC: tR 2.95 min (Method A); M+H=428 MS-ES; 1H-NMR (d6-DMSO, 400 MHz) 8.96 (s, 1H), 8.19-8.16 (m, 1H), 8.09-8.05 (m, 1H), 7.94-7.89 (m, 1H), 7.57-7.54 (m, 1H), 7.39-7.33 (m, 1H), 7.10-7.06 (... Starting materials: Ice water, Cl (hydrochloric acid), [N+](=O)([O-])C=1C=CC2=C(CC(C(O2)(C)C)=O)C1 (6-nitro-3,4-dihydro-2,2-dimethyl-2H-1-benzopyran-3-one), CN=C=S (methyl isothiocyanate), CC(C)([O-])C.[K+] (potassium t-butoxide). Run in CN(C=O)C (N,N-dimethylformamide). Conditions: time 12 hour. Product: CNC(=S)C1=C(C(OC2=C1C=C(C=C2)[N+](=O)[O-])(C)C)O (N-methyl-6-nitro-3-hydroxy-2,2-dimethyl-2H-1-benzopyran-4-carbothioamide). Isolated yield 54.7%. RXN SMILES: [N+:1]([C:4]1[CH:5]=[CH:6][C:7]2[O:12][C:11]([CH3:14])([CH3:13])[C:10](=[O:15])[CH2:9][C:8]=2[CH:16]=1)([O-:3])=[O:2].[CH3:17][N:18]=[C:19]=[S:20].CC(C)([O-])C.[K+].Cl>CN(C)C=O>[CH3:17][NH:18][C:19]([C:9]1[C:8]2[CH:16]=[C:4]([N+:1]([O-:3])=[O:2])[CH:5]=[CH:6][C:7]=2[O:12][C:11]([CH3:13])([CH3:14])[C:10]=1[OH:15])=[S:20] |f:2.3|. Procedure: To a mixture of 3.2 g of 6-nitro-3,4-dihydro-2,2-dimethyl-2H-1-benzopyran-3-one, 1.2 g of methyl isothiocyanate, and 40 ml of dried N,N-dimethylformamide was added 1.9 g of potassium t-butoxide while stirring under cooling with ice. The mixture was stirred for 3 hours under ice-cooling and then allowed to stand for 12 hours. Ice-water was added thereto, and the mixture was made acidic with hydrochloric acid and then extracted with methylene chloride. The organic layer was re-extracted with 2N Na... Starting materials: ClC1=C2C3=C(C(NC2=NC=C1)=O)C=CC=C3 (1-Chloro-5H-benzo[c][1,8]naphthyridin-6-one), C(C)OC1=C(N)C=CC=C1 (2-ethoxyaniline). Yields the product C(C)OC1=C(C=CC=C1)NC1=C2C3=C(C(NC2=NC=C1)=O)C=CC=C3 (1-(2-Ethoxy-phenylamino)-5H-benzo[c][1,8]naphthyridin-6-one). The yield is 86.3%. Reaction SMILES: Cl[C:2]1[CH:11]=[CH:10][N:9]=[C:8]2[C:3]=1[C:4]1[CH:16]=[CH:15][CH:14]=[CH:13][C:5]=1[C:6](=[O:12])[NH:7]2.[CH2:17]([O:19][C:20]1[CH:26]=[CH:25][CH:24]=[CH:23][C:21]=1[NH2:22])[CH3:18]>>[CH2:17]([O:19][C:20]1[CH:26]=[CH:25][CH:24]=[CH:23][C:21]=1[NH:22][C:2]1[CH:11]=[CH:10][N:9]=[C:8]2[C:3]=1[C:4]1[CH:16]=[CH:15][CH:14]=[CH:13][C:5]=1[C:6](=[O:12])[NH:7]2)[CH3:18]. Reported procedure: The title compound was synthesized according to the procedure described for the preparation of Example 188 using Compound 83 (100 mg, 0.43 mmol) and 2-ethoxyaniline (119 mg, 0.87 mmol) to provide 198 (123 mg, 86% yield) as a white solid. LC-MS (M+H=332, obsd.=332). Run at time 30 minute. RXN SMILES: [CH3:1][N:2]([CH3:18])[S:3]([N:6]1[CH:10]=[CH:9][N:8]=[C:7]1[Si:11]([C:14]([CH3:17])([CH3:16])[CH3:15])([CH3:13])[CH3:12])(=[O:5])=[O:4].C=O.C([BH3-])#N.[Na+].[C:25](O)(=[O:27])C>C(#N)C.C(OCC)C>[CH3:1][N:2]([CH3:18])[S:3]([N:6]1[C:10]([CH:25]=[O:27])=[CH:9][N:8]=[C:7]1[Si:11]([C:14]([CH3:15])([CH3:17])[CH3:16])([CH3:13])[CH3:12])(=[O:4])=[O:5] |f:2.3|. Isolated yield 54.9%. Procedure details: To 2-amino-4-nitrophenol (1) (4.00 g, 25.95 mmol), triethylamine (15.20 mL, 109.0 mmol) and 4-dimethylaminopyridine (0.063 g, 0.52 mmol) slurried in anhydrous CH2Cl2 (250 mL) at 0° C. under argon added chloroacetyl chloride (2.27 mL, 28.55 mmol) via syringe. After refluxing for 72 h pure product was filtered off and washed with water. The mother liquor was washed successively with phosphoric acid (0.5M), saturated sodium bicarbonate, water and brine and then dried over MgSO4. This solution was a... Starting materials: C(C)(=O)O (acetic acid), CN(S(=O)(=O)N1C(=NC=C1)[Si](C)(C)C(C)(C)C)C (1-Dimethylsulfamoyl-2-t-butyldimethylsilyl imidazole), C=O (formalin), C(#N)[BH3-].[Na+] (sodium cyanoborohydride). Run in C(C)#N (acetonitrile), C(C)OCC (diethyl ether). Yields the product CN(S(=O)(=O)N1C(=NC=C1C=O)[Si](C)(C)C(C)(C)C)C (1-dimethylsulfamoyl-2-t-butyldimethylsilyl -5-imidazolecarboxaldehyde).